This data is from the Open Reaction Database (ORD), a public repository of structured organic reaction records. The task is: describe an organic reaction: reactants, conditions, products, and yield Reactants: Br, COC(=O)c1ccc(C(C)=O)cc1, COC(=O)c1ccc(C(=O)CBr)cc1, CC(N)=S, COC(=O)c1ccc(-c2csc(C)n2)cc1, CO, CCO, CC(=O)O, [Li+], O=C([O-])c1ccccc1, C1CCOC1, [OH-], O. Yields the product Cc1nc(-c2ccc(C(=O)O)cc2)cs1. RXN SMILES: [Br:23].[CH3:1][O:2][C:3](=[O:4])[c:5]1[cH:6][cH:7][c:8]([C:9](=[O:10])[CH3:11])[cH:12][cH:13]1.[CH3:24][O:25][C:26](=[O:27])[c:28]1[cH:29][cH:30][c:31]([C:32](=[O:33])[CH2:34][Br:35])[cH:36][cH:37]1.[CH3:38][C:39](=[S:40])[NH2:41].[CH3:42][O:43][C:44]([c:45]1[cH:46][cH:47][c:48](-[c:51]2[n:52][c:53]([CH3:56])[s:54][cH:55]2)[cH:49][cH:50]1)=[O:57].[CH3:60][OH:61].[CH3:68][CH2:69][OH:70].[CH3:71][C:72](=[O:73])[OH:74].[Li+:58].[O-:14][C:15]([c:16]1[cH:17][cH:18][cH:19][cH:20][cH:21]1)=[O:22].[O:63]1[CH2:64][CH2:65][CH2:66][CH2:67]1.[OH-:59].[OH2:62]>>[O:43]=[C:44]([c:45]1[cH:46][cH:47][c:48](-[c:51]2[n:52][c:53]([CH3:56])[s:54][cH:55]2)[cH:49][cH:50]1)[OH:57]. Starting materials: Brc1cccc(Br)n1, [Na+], [Na+], O=C([O-])[O-], C1CCOC1, OB(O)c1ccccc1, c1ccc(P(c2ccccc2)(c2ccccc2)[Pd](P(c2ccccc2)(c2ccccc2)c2ccccc2)(P(c2ccccc2)(c2ccccc2)c2ccccc2)P(c2ccccc2)(c2ccccc2)c2ccccc2)cc1. Yields the product Brc1cccc(-c2ccccc2)n1. Reaction SMILES: [Br:1][c:2]1[n:3][c:4]([Br:8])[cH:5][cH:6][cH:7]1.[Na+:18].[Na+:19].[O-:20][C:21](=[O:22])[O-:23].[O:24]1[CH2:25][CH2:26][CH2:27][CH2:28]1.[OH:9][B:10]([OH:11])[c:12]1[cH:13][cH:14][cH:15][cH:16][cH:17]1.[cH:29]1[cH:30][cH:31][c:32]([P:33]([Pd:34]([P:35]([c:36]2[cH:37][cH:38][cH:39][cH:40][cH:41]2)([c:42]2[cH:43][cH:44][cH:45][cH:46][cH:47]2)[c:48]2[cH:49][cH:50][cH:51][cH:52][cH:53]2)([P:54]([c:55]2[cH:56][cH:57][cH:58][cH:59][cH:60]2)([c:61]2[cH:62][cH:63][cH:64][cH:65][cH:66]2)[c:67]2[cH:68][cH:69][cH:70][cH:71][cH:72]2)[P:73]([c:74]2[cH:75][cH:76][cH:77][cH:78][cH:79]2)([c:80]2[cH:81][cH:82][cH:83][cH:84][cH:85]2)[c:86]2[cH:87][cH:88][cH:89][cH:90][cH:91]2)([c:92]2[cH:93][cH:94][cH:95][cH:96][cH:97]2)[c:98]2[cH:99][cH:100][cH:101][cH:102][cH:103]2)[cH:104][cH:105]1>>[c:2]1(-[c:12]2[cH:13][cH:14][cH:15][cH:16][cH:17]2)[n:3][c:4]([Br:8])[cH:5][cH:6][cH:7]1.